This data is from the Open Reaction Database (ORD), a public repository of structured organic reaction records. The task is: describe an organic reaction: reactants, conditions, products, and yield Starting materials: Cl.FC1=CC2=C(C(=NO2)C2CCNCC2)C=C1 (6-Fluoro-3-(4-piperidinyl)-1,2benzisoxazole hydrochloride), O (water), C([O-])([O-])=O.[K+].[K+] (potassium carbonate), ClCCCOC1=C(C=C(C#N)C=C1)OC (4-(3′-Chloropropoxy)-3-methoxybenzonitrile), [I-].[K+] (potassium iodide). The solvent is CN(C=O)C (N,N-dimethyl formamide). Run at temperature 90 celsius, time 9 hour. Product: CC(=O)C=1C=CC(=C(C1)OC)OCCCN2CCC(CC2)C=3C=4C=CC(=CC4ON3)F (Iloperidone). Isolated yield 78.0%. Reaction SMILES: Cl.[F:2][C:3]1[CH:17]=[CH:16][C:6]2[C:7]([CH:10]3[CH2:15][CH2:14][NH:13][CH2:12][CH2:11]3)=[N:8][O:9][C:5]=2[CH:4]=1.[C:18](=O)([O-])[O-].[K+].[K+].Cl[CH2:25][CH2:26][CH2:27][O:28][C:29]1[CH:36]=[CH:35][C:32]([C:33]#N)=[CH:31][C:30]=1[O:37][CH3:38].[I-].[K+].[OH2:41]>CN(C)C=O>[CH3:18][C:33]([C:32]1[CH:35]=[CH:36][C:29]([O:28][CH2:27][CH2:26][CH2:25][N:13]2[CH2:12][CH2:11][CH:10]([C:7]3[C:6]4[CH:16]=[CH:17][C:3]([F:2])=[CH:4][C:5]=4[O:9][N:8]=3)[CH2:15][CH2:14]2)=[C:30]([O:37][CH3:38])[CH:31]=1)=[O:41] |f:0.1,2.3.4,6.7|. Procedure: 6-Fluoro-3-(4-piperidinyl)-1,2benzisoxazole hydrochloride (IV) (25.5 gr., 0.1 mol.), potassium carbonate (27.0 gr., 0.2 mol.) and 80 ml. of N,N-dimethyl formamide (DMF) were charged into a clean and dry 500 ml 4 neck R.B.Flask. 4-(3′-chloropropoxy)-3-methoxybenzonitrile (V) (20.0 gr., 0.08 mol.) and potassium iodide (680 mg.) were added at about 30° C. The resultant reaction mixture was heated to about 90° C. and stirred for about 9 hrs. After completion of the reaction, the reaction mixture was... The reactants are ClC1=C(C=O)C(=CC=C1F)F (2-chloro-3,6-difluorobenzaldehyde), C1(CC1)N (cyclopropylamine). Yields the product ClC1=C(CNC2CC2)C(=CC=C1F)F ((2-Chloro-3,6-difluorobenzyl)cyclopropylamine). As a reaction SMILES: [Cl:1][C:2]1[C:9]([F:10])=[CH:8][CH:7]=[C:6]([F:11])[C:3]=1[CH:4]=O.[CH:12]1([NH2:15])[CH2:14][CH2:13]1>>[Cl:1][C:2]1[C:9]([F:10])=[CH:8][CH:7]=[C:6]([F:11])[C:3]=1[CH2:4][NH:15][CH:12]1[CH2:14][CH2:13]1. Reported procedure: Synthesized according to typical procedure J from 2-chloro-3,6-difluorobenzaldehyde and cyclopropylamine. The reactants are C1(=CC=CC=C1)P(C1=CC=CC=C1)C1=CC=CC=C1 (triphenylphosphine), N(=NC(=O)OCC)C(=O)OCC (diethyl azodicarboxylate), C(C1=CC=CC=C1)OC([C@H](CO)NC(=O)OC(C)(C)C)=O ((S)-2-tert-butoxycarbonylamino-3-hydroxy-propionic acid benzyl ester), ClC1=C(C(=CC=C1)[N+](=O)[O-])O (2-chloro-6-nitrophenol). Run in O1CCCC1 (tetrahydrofurane). Reaction conditions: temperature 0 celsius, time 15 minute. The product is C(C1=CC=CC=C1)OC([C@H](COC1=C(C=CC=C1[N+](=O)[O-])Cl)NC(=O)OC(C)(C)C)=O ((S)-2-tert-Butoxycarbonylamino-3-(2-chloro-6-nitro-phenoxy)-propionic acid benzyl ester). The yield is 50.9%. RXN SMILES: C1(P(C2C=CC=CC=2)C2C=CC=CC=2)C=CC=CC=1.N(C(OCC)=O)=NC(OCC)=O.[Cl:32][C:33]1[CH:38]=[CH:37][CH:36]=[C:35]([N+:39]([O-:41])=[O:40])[C:34]=1[OH:42].[CH2:43]([O:50][C:51](=[O:63])[C@@H:52]([NH:55][C:56]([O:58][C:59]([CH3:62])([CH3:61])[CH3:60])=[O:57])[CH2:53]O)[C:44]1[CH:49]=[CH:48][CH:47]=[CH:46][CH:45]=1>O1CCCC1>[CH2:43]([O:50][C:51](=[O:63])[C@@H:52]([NH:55][C:56]([O:58][C:59]([CH3:62])([CH3:61])[CH3:60])=[O:57])[CH2:53][O:42][C:34]1[C:35]([N+:39]([O-:41])=[O:40])=[CH:36][CH:37]=[CH:38][C:33]=1[Cl:32])[C:44]1[CH:45]=[CH:46][CH:47]=[CH:48][CH:49]=1. Reported procedure: Under an inert atmosphere, a solution of 6.5 g (25 mmol) of triphenylphosphine in 20 ml of tetrahydrofurane was treated with at 0° C. with 3.9 ml (25 mmol) of diethyl azodicarboxylate. Thereupon, 3.0 g (17 mmol) of 2-chloro-6-nitrophenol were added and the reaction mixture was stirred at 0° C. for 15 minutes. Finally, 4.93 g (17 mmol) of (S)-2-tert-butoxycarbonylamino-3-hydroxy-propionic acid benzyl ester were added and the reaction mixture was left to warm to room temperature. After stirring fo... Starting materials: NC(CCCC(=O)OC)C1=C(C=CC=C1OC)OC (methyl 5-amino-5-(2,6-dimethoxyphenyl)pentanoate), C1(=CC=CC=C1)C1=CC=C(S1)C=O (5-phenylthiophene-2-carbaldehyde). Yields the product COC1=C(C(=CC=C1)OC)C1CCCC(N1CC=1SC(=CC1)C1=CC=CC=C1)=O (6-(2,6-dimethoxyphenyl)-1-((5-phenylthiophen-2-yl)methyl)piperidin-2-one). Reaction SMILES: [NH2:1][CH:2]([C:10]1[C:15]([O:16][CH3:17])=[CH:14][CH:13]=[CH:12][C:11]=1[O:18][CH3:19])[CH2:3][CH2:4][CH2:5][C:6]([O:8]C)=O.[C:20]1([C:26]2[S:30][C:29]([CH:31]=O)=[CH:28][CH:27]=2)[CH:25]=[CH:24][CH:23]=[CH:22][CH:21]=1>>[CH3:19][O:18][C:11]1[CH:12]=[CH:13][CH:14]=[C:15]([O:16][CH3:17])[C:10]=1[CH:2]1[N:1]([CH2:31][C:29]2[S:30][C:26]([C:20]3[CH:21]=[CH:22][CH:23]=[CH:24][CH:25]=3)=[CH:27][CH:28]=2)[C:6](=[O:8])[CH2:5][CH2:4][CH2:3]1. Reported procedure: Prepared according to the described general procedure 1 (GP1) by reaction of methyl 5-amino-5-(2,6-dimethoxyphenyl)pentanoate with commercially available 5-phenylthiophene-2-carbaldehyde. Subsequent purification by preparative HPLC afforded the target compound. LC-MS (conditions A): tR=0.95 min.; [M+H]+: 408.32 g/mol.